Task: describe an organic reaction: reactants, conditions, products, and yield. Dataset: the Open Reaction Database (ORD), a public repository of structured organic reaction records Starting materials: [BH4-], CO, CC1(C)Cc2ccccc2C1=O, [Na+]. The product is CC1(C)Cc2ccccc2C1O. RXN SMILES: [BH4-:13].[CH3:15][OH:16].[CH3:1][C:2]1([CH3:12])[C:3](=[O:11])[c:4]2[cH:5][cH:6][cH:7][cH:8][c:9]2[CH2:10]1.[Na+:14]>>[CH3:1][C:2]1([CH3:12])[CH:3]([OH:11])[c:4]2[cH:5][cH:6][cH:7][cH:8][c:9]2[CH2:10]1. Starting materials: Mo, [Mo](=O)(=O)=O (molybdenum trioxide), [NH4+].[NH4+].[O-][Mo](=O)(=O)[O-] (ammonium molybdate), Mo trioxide. The reagents and catalysts are catalyst C1, catalyst C1. Run in O (water). Run at time 2 hour. The product is N.N.N.N.N.N.O.O.O.O.O.O.O.O.O.O.O.O.O.O.O.O.O.O.O.O.O.O.O.O.[Mo].[Mo].[Mo].[Mo].[Mo].[Mo].[Mo] (ammonium heptamolybdate). As a reaction SMILES: [NH4+:1].[NH4+].[O-:3][Mo:4]([O-])(=O)=O.[Mo:8](=O)(=O)=[O:9]>O>[NH3:1].[NH3:1].[NH3:1].[NH3:1].[NH3:1].[NH3:1].[OH2:3].[OH2:9].[OH2:3].[OH2:3].[OH2:3].[OH2:3].[OH2:3].[OH2:3].[OH2:3].[OH2:3].[OH2:3].[OH2:3].[OH2:3].[OH2:3].[OH2:3].[OH2:3].[OH2:3].[OH2:3].[OH2:3].[OH2:3].[OH2:3].[OH2:3].[OH2:3].[OH2:3].[Mo:4].[Mo:8].[Mo:4].[Mo:4].[Mo:4].[Mo:4].[Mo:4] |f:0.1.2,5.6.7.8.9.10.11.12.13.14.15.16.17.18.19.20.21.22.23.24.25.26.27.28.29.30.31.32.33.34.35.36.37.38.39.40.41|. Procedure details: 4H2O (AHM) was dissolved in 15 g of fresh deionized water. 25 g of the activated carbon was impregnated with this solution to incipient wetness. It was left at room temperature with occasional stirring for 2 hours. It was then heated slowly at 0.3° C./min to 115° C. in a temperature programmable forced air circulation oven, was left at that temperature for 24 hours, and then cooled slowly to room temperature in about 3 hours time. The resulting material is referred to as catalyst C1. The Mo in c... As a reaction SMILES: [B:1].[Br:26][c:27]1[cH:28][c:29]2[c:33]([cH:34][cH:35]1)[C:32](=[O:36])[CH2:31][CH2:30]2.[CH2:19]1[O:20][CH2:21][CH2:22][CH2:23]1.[CH2:2]=[CH:3][CH2:4][CH2:5][CH2:6][CH2:7][CH2:8][CH3:9].[CH:10]12[CH2:11][CH2:12][CH2:13][CH:14]([BH:15]1)[CH2:16][CH2:17][CH2:18]2.[Na+:25].[OH-:24]>>[CH2:2]([CH2:3][CH2:4][CH2:5][CH2:6][CH2:7][CH2:8][CH3:9])[c:27]1[cH:28][c:29]2[c:33]([cH:34][cH:35]1)[C:32](=[O:36])[CH2:31][CH2:30]2. Product: CCCCCCCCc1ccc2c(c1)CCC2=O. The reactants are B, O=C1CCc2cc(Br)ccc21, C1CCOC1, C=CCCCCCC, B1C2CCCC1CCC2, [Na+], [OH-]. The reactants are ice water, [H-].[Na+] (sodium hydride), ClC=1C=C2C=C(NC2=CC1)C(=O)OCC (ethyl 5-chloro-indole-2-carboxylate), CI (methyl iodide). Solvent: CN(P(N(C)C)(N(C)C)=O)C (hexamethyl-phosphoric acid triamide). Reaction conditions: time 2.5 hour. Yields the product ClC=1C=C2C=C(N(C2=CC1)C)C(=O)OCC (ethyl 5-chloro-1-methyl-indole-2-carboxylate). Isolated yield 83.7%. As a reaction SMILES: [H-].[Na+].[Cl:3][C:4]1[CH:5]=[C:6]2[C:10](=[CH:11][CH:12]=1)[NH:9][C:8]([C:13]([O:15][CH2:16][CH3:17])=[O:14])=[CH:7]2.[CH3:18]I>CN(C)P(=O)(N(C)C)N(C)C>[Cl:3][C:4]1[CH:5]=[C:6]2[C:10](=[CH:11][CH:12]=1)[N:9]([CH3:18])[C:8]([C:13]([O:15][CH2:16][CH3:17])=[O:14])=[CH:7]2 |f:0.1|. Procedure details: 8.7 gm (0.2 mol) of a 55% dispersion of sodium hydride in oil were added over a period of 15 minutes at a temperature of 0° C. and in a nitrogen atmosphere to a solution of 40.0 gm (0.18 mol) of ethyl 5-chloro-indole-2-carboxylate in 150 ml of hexamethyl-phosphoric acid triamide. After stirring the resulting mixture for 2.5 hours at room temperature, 35.5 gm (0.25mol) of methyl iodide were added dropwise, while cooling. After stirring overnight, 1200 ml of ice water were added to the mixture, wh... Reactants: ClC1=CC(=NC=2N1N=C(C2)C)NC(C2=CC=C(C=C2)C(C)(C)O)=O (N-(7-chloro-2-methylpyrazolo[1,5-a]pyrimidin-5-yl)-4-(2-hydroxypropan-2-yl)benzamide), FC1(OC2=C(O1)C=CC(=C2)B(O)O)F (2,2-difluorobenzo[d][1,3]dioxol-5-ylboronic acid), O1CCOCC1 (1,4-dioxane). The reagents and catalysts are C1(=CC=CC=C1)P([C-]1C=CC=C1)C1=CC=CC=C1.[C-]1(C=CC=C1)P(C1=CC=CC=C1)C1=CC=CC=C1.[Fe+2] (1,1′-bis(diphenylphosphino)ferrocene), Cl[Pd]Cl (dichloropalladium(II)). Solvent: CO (methanol). Conditions: temperature 110 celsius. The product is FC1(OC2=C(O1)C=CC(=C2)C2=CC(=NC=1N2N=C(C1)C)NC(C1=CC=C(C=C1)C(C)(C)O)=O)F (N-(7-(2,2-difluorobenzo[d][1,3]dioxol-5-yl)-2-methylpyrazolo[1,5-a]pyrimidin-5-yl)-4-(2-hydroxypropan-2-yl)benzamide). Isolated yield 38.7%. RXN SMILES: Cl[C:2]1[N:7]2[N:8]=[C:9]([CH3:11])[CH:10]=[C:6]2[N:5]=[C:4]([NH:12][C:13](=[O:24])[C:14]2[CH:19]=[CH:18][C:17]([C:20]([OH:23])([CH3:22])[CH3:21])=[CH:16][CH:15]=2)[CH:3]=1.[F:25][C:26]1([F:38])[O:30][C:29]2[CH:31]=[CH:32][C:33](B(O)O)=[CH:34][C:28]=2[O:27]1.O1CCOCC1>CO.C1(P(C2C=CC=CC=2)[C-]2C=CC=C2)C=CC=CC=1.[C-]1(P(C2C=CC=CC=2)C2C=CC=CC=2)C=CC=C1.[Fe+2].Cl[Pd]Cl>[F:38][C:26]1([F:25])[O:27][C:28]2[CH:34]=[CH:33][C:32]([C:2]3[N:7]4[N:8]=[C:9]([CH3:11])[CH:10]=[C:6]4[N:5]=[C:4]([NH:12][C:13](=[O:24])[C:14]4[CH:19]=[CH:18][C:17]([C:20]([OH:23])([CH3:22])[CH3:21])=[CH:16][CH:15]=4)[CH:3]=3)=[CH:31][C:29]=2[O:30]1 |f:4.5.6|. Reported procedure: A suspension of N-(7-chloro-2-methylpyrazolo[1,5-a]pyrimidin-5-yl)-4-(2-hydroxypropan-2-yl)benzamide (2F, 60 mg, 0.174 mmol), 2,2-difluorobenzo[d][1,3]dioxol-5-ylboronic acid (46 mg, 0.226 mmol), and 1,1′-bis(diphenylphosphino)ferrocene]dichloropalladium(II) (10 mg, 13.6 μmol) in 2:1 1,4-dioxane/saturated aqueous NaHCO3 (0.58 mL of 1,4-dioxane and 0.29 mL of saturated aqueous NaHCO3) was prepared in a 10 mL microwave reaction vessel and the sealed reaction vessel warmed to 110° C. for 10 minutes... The reactants are S1C(=CC=C1)B(O)O (2-thiopheneboronic acid), C(=O)([O-])[O-].[Cs+].[Cs+] (Cs2CO3), C(#N)C1=CC=C(C=C1)NC([C@@H]([C@@H]1C(N(CCO1)C1=CC=C(C=C1)I)=O)O)=O ((2R)—N-(4-cyanophenyl)-2-hydroxy-2-[(2R)-4-(4-iodophenyl)-3-oxomorpholin-2-yl]acetamide). The reagents and catalysts are C=1C=CC(=CC1)[P](C=2C=CC=CC2)(C=3C=CC=CC3)[Pd]([P](C=4C=CC=CC4)(C=5C=CC=CC5)C=6C=CC=CC6)([P](C=7C=CC=CC7)(C=8C=CC=CC8)C=9C=CC=CC9)[P](C=1C=CC=CC1)(C=1C=CC=CC1)C=1C=CC=CC1 (Pd(Ph3P)4). Run in C1CCOC1.O (THF H2O). Reaction conditions: temperature 80 celsius, time 15 hour. Yields the product C(#N)C1=CC=C(C=C1)NC([C@@H]([C@@H]1C(N(CCO1)C1=CC=C(C=C1)C=1SC=CC1)=O)O)=O ((2R)—N-(4-cyanophenyl)-2-hydroxy-2-[(2R)-3-oxo-4-(4-(thiophen-2-yl)phenyl)morpholin-2-yl]acetamide). Reaction SMILES: [C:1]([C:3]1[CH:8]=[CH:7][C:6]([NH:9][C:10](=[O:27])[C@H:11]([OH:26])[C@H:12]2[O:17][CH2:16][CH2:15][N:14]([C:18]3[CH:23]=[CH:22][C:21](I)=[CH:20][CH:19]=3)[C:13]2=[O:25])=[CH:5][CH:4]=1)#[N:2].[S:28]1[CH:32]=[CH:31][CH:30]=[C:29]1B(O)O.C([O-])([O-])=O.[Cs+].[Cs+]>C1COCC1.O.C1C=CC([P]([Pd]([P](C2C=CC=CC=2)(C2C=CC=CC=2)C2C=CC=CC=2)([P](C2C=CC=CC=2)(C2C=CC=CC=2)C2C=CC=CC=2)[P](C2C=CC=CC=2)(C2C=CC=CC=2)C2C=CC=CC=2)(C2C=CC=CC=2)C2C=CC=CC=2)=CC=1>[C:1]([C:3]1[CH:8]=[CH:7][C:6]([NH:9][C:10](=[O:27])[C@H:11]([OH:26])[C@H:12]2[O:17][CH2:16][CH2:15][N:14]([C:18]3[CH:23]=[CH:22][C:21]([C:29]4[S:28][CH:32]=[CH:31][CH:30]=4)=[CH:20][CH:19]=3)[C:13]2=[O:25])=[CH:5][CH:4]=1)#[N:2] |f:2.3.4,5.6,^1:51,53,72,91|. Procedure details: To a suspension of compound 14-4 (80 mg) in THF—H2O (2 mL-0.67 mL), were added 2-thiopheneboronic acid (43 mgl), Cs2CO3 (0.44 g), and Pd(Ph3P)4 (19.4 mg). The mixture was stirred at 80° C. for 15 hours. The reaction mixture was filtered with Celite® pad and rinsed with the mixed solvent (EtOAc-MeOH=1-1). The filtrate was concentrated in vacuo and the resulting residue was washed with H2O and Et2O. The precipitate was collected by filtration to obtain compound 22-1 (35 mg) as a pale brown amorpho...